Dataset: the Open Reaction Database (ORD), a public repository of structured organic reaction records. Task: describe an organic reaction: reactants, conditions, products, and yield As a reaction SMILES: [Br:1][C:2]1[CH:3]=[C:4]2[C:9](=[CH:10][CH:11]=1)[N:8]=[CH:7][C:6]([C:12](=[O:16])[CH2:13][CH2:14][CH3:15])=[C:5]2Cl.[NH2:18][C:19]1[CH:20]=[CH:21][C:22]([N:25]2[CH2:30][CH2:29][N:28]([C:31]([O:33][C:34]([CH3:37])([CH3:36])[CH3:35])=[O:32])[CH2:27][CH2:26]2)=[N:23][CH:24]=1>>[Br:1][C:2]1[CH:3]=[C:4]2[C:9](=[CH:10][CH:11]=1)[N:8]=[CH:7][C:6]([C:12](=[O:16])[CH2:13][CH2:14][CH3:15])=[C:5]2[NH:18][C:19]1[CH:20]=[CH:21][C:22]([N:25]2[CH2:30][CH2:29][N:28]([C:31]([O:33][C:34]([CH3:37])([CH3:36])[CH3:35])=[O:32])[CH2:27][CH2:26]2)=[N:23][CH:24]=1. Isolated yield 69.0%. Procedure: Following general procedure C, 1-(6-bromo-4-chloroquinolin-3-yl)butan-1-one (360 mg, 1.15 mmol) was reacted with tert-butyl 4-(5-aminopyridin-2-yl)piperazine-1-carboxylate (480 mg, 1.73 mmol) to afford the desired product (440 mg, 69%) as an orange solid: ESI MS m/z 554 [C27H32BrN5O3+H]+. Product: BrC=1C=C2C(=C(C=NC2=CC1)C(CCC)=O)NC=1C=CC(=NC1)N1CCN(CC1)C(=O)OC(C)(C)C (tert-Butyl 4-[5-(6-bromo-3-butyrylquinolin-4-ylamino)pyridin-2-yl]piperazine-1-carboxylate). Starting materials: BrC=1C=C2C(=C(C=NC2=CC1)C(CCC)=O)Cl (1-(6-bromo-4-chloroquinolin-3-yl)butan-1-one), NC=1C=CC(=NC1)N1CCN(CC1)C(=O)OC(C)(C)C (tert-butyl 4-(5-aminopyridin-2-yl)piperazine-1-carboxylate). The reactants are ClC1=CC(=NC=2N1N=C(C2)C)NC(C2=CC=C(C=C2)C(C)(C)O)=O (N-(7-chloro-2-methylpyrazolo[1,5-a]pyrimidin-5-yl)-4-(2-hydroxypropan-2-yl)benzamide), C[O-].[Na+] (sodium methoxide). The reagents and catalysts are CS(=O)C (DMSO). Run in CN(C)C=O (DMF), CO (methanol). Yields the product OC(C)(C)C1=CC=C(C(=O)NC2=NC=3N(C(=C2)OC)N=CC3)C=C1 (4-(2-hydroxypropan-2-yl)-N-(7-methoxypyrazolo[1,5-a]pyrimidin-5-yl)benzamide). Isolated yield 3.4%. Reaction SMILES: Cl[C:2]1[N:7]2[N:8]=[C:9](C)[CH:10]=[C:6]2[N:5]=[C:4]([NH:12][C:13](=[O:24])[C:14]2[CH:19]=[CH:18][C:17]([C:20]([OH:23])([CH3:22])[CH3:21])=[CH:16][CH:15]=2)[CH:3]=1.[CH3:25][O-:26].[Na+]>CN(C=O)C.CS(C)=O.CO>[OH:23][C:20]([C:17]1[CH:16]=[CH:15][C:14]([C:13]([NH:12][C:4]2[CH:3]=[C:2]([O:26][CH3:25])[N:7]3[N:8]=[CH:9][CH:10]=[C:6]3[N:5]=2)=[O:24])=[CH:19][CH:18]=1)([CH3:21])[CH3:22] |f:1.2|. Reported procedure: A solution of N-(7-chloropyrazolo[1,5-a]pyrimidin-5-yl)-4-(2-hydroxypropan-2-yl)benzamide (2D, 100 mg, 0.302 mmol) and sodium methoxide (1.2 mL from 2M solution in methanol, 0.605 mmol) in DMF (3 mL) was stirred at room temperature overnight. After cooling to room temperature, the mixture was diluted with a few drops of DMSO and methanol, and was then purified by preparatory HPLC, 30-40% (MeCN/H2O gradient+0.01% TFA). Lyophilization of the combined fractions gave the titled compound as a white s... Solvent: CO (MeOH). Reported procedure: To a solution of 2-aminoacetaldehyde dimethylacetal (0.526 g mL, 5.0 mmol) and paraformaldehyde 90.15 g, 5 mmol) in MeOH (10 mL) at 55° C. was added N-(3,4-dichloro-benzyl)-2-(2,2-dimethyl-5-oxo-[1,3]dioxolan-4-ylidene)-N-methyl-acetamide (1.715 g, 5.0 mmol). After 45 min, the reaction mixture was cooled and purified by preparative HPLC on a C18 reverse phase column using acetonitrile (40–50%)/water (0.1% TFA) as eluent. The fractions containing the desired product were combined, concentrated an... As a reaction SMILES: [CH3:1][O:2][CH:3]([O:6][CH3:7])[CH2:4][NH2:5].[CH2:8]=O.[Cl:10][C:11]1[CH:12]=[C:13]([CH:28]=[CH:29][C:30]=1[Cl:31])[CH2:14][N:15]([CH3:27])[C:16](=[O:26])[CH:17]=[C:18]1[C:22](=[O:23])OC(C)(C)[O:19]1>CO>[Cl:10][C:11]1[CH:12]=[C:13]([CH:28]=[CH:29][C:30]=1[Cl:31])[CH2:14][N:15]([CH3:27])[C:16]([C:17]1[CH2:8][N:5]([CH2:4][CH:3]([O:6][CH3:7])[O:2][CH3:1])[C:22](=[O:23])[C:18]=1[OH:19])=[O:26]. The product is ClC=1C=C(CN(C(=O)C=2CN(C(C2O)=O)CC(OC)OC)C)C=CC1Cl (1-(2,2-Dimethoxy-ethyl)-4-hydroxy-5-oxo-2,5-dihydro-1H-pyrrole-3-carboxylic acid (3,4-dichloro-benzyl)-methyl-amide). Yield: 33.7%. Reaction conditions: time 45 minute. The reactants are COC(CN)OC (2-aminoacetaldehyde dimethylacetal), C=O (paraformaldehyde), ClC=1C=C(CN(C(C=C2OC(OC2=O)(C)C)=O)C)C=CC1Cl (N-(3,4-dichloro-benzyl)-2-(2,2-dimethyl-5-oxo-[1,3]dioxolan-4-ylidene)-N-methyl-acetamide). Starting materials: ( a ), COC1=CC=C2CCC(C2=C1)(O)C1=C(C=CC=C1)C (6-methoxy-1-(2-methylphenyl)-1-indanol), COC1=CC=C2CCC(C2=C1)(O)C1=CC=CC=C1 (6-methoxy-1-phenyl-1-indanol). The product is COC1=CC=C2C=CC(C2=C1)C1=C(C=CC=C1)C (6-Methoxy-1-(2-methylphenyl)indene). As a reaction SMILES: [CH3:1][O:2][C:3]1[CH:11]=[C:10]2[C:6]([CH2:7][CH2:8][C:9]2([C:13]2[CH:18]=[CH:17][CH:16]=[CH:15][C:14]=2[CH3:19])O)=[CH:5][CH:4]=1.COC1C=C2C(CCC2(C2C=CC=CC=2)O)=CC=1>>[CH3:1][O:2][C:3]1[CH:11]=[C:10]2[C:6]([CH:7]=[CH:8][CH:9]2[C:13]2[CH:18]=[CH:17][CH:16]=[CH:15][C:14]=2[CH3:19])=[CH:5][CH:4]=1. Procedure: According to the procedure of Preparation 10 (a), except substituting 6-methoxy-1-(2-methylphenyl)-1-indanol for the 6-methoxy-1-phenyl-1-indanol, the title compound was obtained as a colorless oil following silica gel chromatography (3% EtOAc/hexanes): MS (ES) m/e 237.2 (M+H)+. Starting materials: Br, Br, C1NCC2=C1CNC2, CC#N, O=C(O)c1cn(C2CC2)c2c(F)c(F)c(F)cc2c1=O, CCN(C(C)C)C(C)C. Yields the product O=C(O)c1cn(C2CC2)c2c(F)c(N3CC4=C(CNC4)C3)c(F)cc2c1=O. Reaction SMILES: [BrH:21].[BrH:22].[C:23]12=[C:27]([CH2:26][NH:25][CH2:24]1)[CH2:28][NH:29][CH2:30]2.[CH3:40][C:41]#[N:42].[CH:1]1([n:4]2[cH:5][c:6]([C:18](=[O:19])[OH:20])[c:7](=[O:17])[c:8]3[cH:9][c:10]([F:16])[c:11]([F:15])[c:12]([F:14])[c:13]23)[CH2:2][CH2:3]1.[CH:31]([N:32]([CH:33]([CH3:34])[CH3:35])[CH2:36][CH3:37])([CH3:38])[CH3:39]>>[CH:1]1([n:4]2[cH:5][c:6]([C:18](=[O:19])[OH:20])[c:7](=[O:17])[c:8]3[cH:9][c:10]([F:16])[c:11]([N:25]4[CH2:24][C:23]5=[C:27]([CH2:26]4)[CH2:28][NH:29][CH2:30]5)[c:12]([F:14])[c:13]23)[CH2:2][CH2:3]1. Starting materials: CC(C)(C)OC(=O)NC(Cc1ccccc1)C1CO1, CCOC(=O)CC(=O)OCC, CC[O-], CCO, [Na+]. The product is CCOC(=O)C1CC(C(Cc2ccccc2)NC(=O)OC(C)(C)C)OC1=O. RXN SMILES: [C:1]([CH3:2])([CH3:3])([CH3:4])[O:5][C:6]([NH:7][CH:8]([CH2:9][c:10]1[cH:11][cH:12][cH:13][cH:14][cH:15]1)[CH:16]1[O:17][CH2:18]1)=[O:19].[C:20]([CH2:21][C:22](=[O:23])[O:24][CH2:25][CH3:26])(=[O:27])[O:28][CH2:29][CH3:30].[CH3:31][CH2:32][O-:33].[CH3:35][CH2:36][OH:37].[Na+:34]>>[C:1]([CH3:2])([CH3:3])([CH3:4])[O:5][C:6]([NH:7][CH:8]([CH2:9][c:10]1[cH:11][cH:12][cH:13][cH:14][cH:15]1)[CH:16]1[O:17][C:20](=[O:27])[CH:21]([C:22](=[O:23])[O:24][CH2:25][CH3:26])[CH2:18]1)=[O:19]. The reactants are ClCCCN1CC(OC(C1)C)C (4-(3-chloropropyl)-2,6-dimethylmorpholine), [H-].[Na+] (sodium hydride), ClC1=CC=C(CC#N)C=C1 (4-chlorobenzyl cyanide), C1(=CC=CC=C1)C (toluene). Solvent: CN(C)C=O (DMF). The product is ClC1=CC=C(C=C1)C(C#N)CCCN1CC(OC(C1)C)C (2-(4-Chlorophenyl)-5-(2,6-dimethyl-4-morpholinyl)valeronitrile). RXN SMILES: Cl[CH2:2][CH2:3][CH2:4][N:5]1[CH2:10][CH:9]([CH3:11])[O:8][CH:7]([CH3:12])[CH2:6]1.[H-].[Na+].[Cl:15][C:16]1[CH:24]=[CH:23][C:19]([CH2:20][C:21]#[N:22])=[CH:18][CH:17]=1.C1(C)C=CC=CC=1>CN(C=O)C>[Cl:15][C:16]1[CH:24]=[CH:23][C:19]([CH:20]([CH2:2][CH2:3][CH2:4][N:5]2[CH2:10][CH:9]([CH3:11])[O:8][CH:7]([CH3:12])[CH2:6]2)[C:21]#[N:22])=[CH:18][CH:17]=1 |f:1.2|. Procedure: This intermediate (2.0 g.) was prepared using the procedure described in Example 2a except using 2.3 g. (11 moles) of 4-(3-chloropropyl)-2,6-dimethylmorpholine, 0.48 g. of sodium hydride, and 1.69 g. (11 mmoles) of 4-chlorobenzyl cyanide in 15 ml. of a 2 to 1 mixture of toluene and DMF and was isolated as a pale yellow oil.